describe an organic reaction: reactants, conditions, products, and yield From a dataset of the Open Reaction Database (ORD), a public repository of structured organic reaction records. Product: FC(C(=O)O)(F)F.FC(C(=O)O)(F)F.C(C)(=O)N1CCC(CC1)CC(=O)NC=1C=CC=2NC3=C(C=NC(NC=4C=NC=C(CCC1C2)C4)=N3)Cl (2-(1-Acetylpiperidin-4-yl)-N-[6-chloro-2,4,8,18,22-pentaazatetracyclo[14.3.1.1(3,7).1(9,13)]docosa-1(20),3(22),4,6,9(21),10,12,16,18-nonaen-12-yl]acetamide bis(trifluoroacetate)). Reaction SMILES: [F:1][C:2]([F:7])([F:6])[C:3]([OH:5])=[O:4].[F:8][C:9]([F:14])([F:13])[C:10]([OH:12])=[O:11].F[C:16](F)(F)[C:17](O)=[O:18].[Cl:22][C:23]1[CH:24]=[N:25][C:26]2[NH:27][C:28]3[CH:29]=[N:30][CH:31]=[C:32]([CH:54]=3)[CH2:33][CH2:34][C:35]3[CH:43]=[C:39]([NH:40][C:41]=1[N:42]=2)[CH:38]=[CH:37][C:36]=3[NH:44][C:45](=[O:53])[CH2:46][CH:47]1[CH2:52][CH2:51][NH:50][CH2:49][CH2:48]1.C(Cl)(=O)C>>[F:1][C:2]([F:7])([F:6])[C:3]([OH:5])=[O:4].[F:8][C:9]([F:14])([F:13])[C:10]([OH:12])=[O:11].[C:17]([N:50]1[CH2:51][CH2:52][CH:47]([CH2:46][C:45]([NH:44][C:36]2[CH:37]=[CH:38][C:39]3[NH:40][C:41]4[N:42]=[C:26]([NH:27][C:28]5[CH:29]=[N:30][CH:31]=[C:32]([CH:54]=5)[CH2:33][CH2:34][C:35]=2[CH:43]=3)[N:25]=[CH:24][C:23]=4[Cl:22])=[O:53])[CH2:48][CH2:49]1)(=[O:18])[CH3:16] |f:0.1.2.3,5.6.7|. Reactants: FC(C(=O)O)(F)F.FC(C(=O)O)(F)F.FC(C(=O)O)(F)F.ClC=1C=NC=2NC=3C=NC=C(CCC4=C(C=CC(NC1N2)=C4)NC(CC4CCNCC4)=O)C3 (N-[6-chloro-2,4,8,18,22-pentaazatetracyclo[14.3.1.1(3,7).1(9,13)]docosa-1(20),3(22),4,6,9(21),10,12,16,18-nonaen-12-yl]-2-piperidin-4-ylacetamide tris(trifluoroacetate)), C(C)(=O)Cl (acetyl chloride). Yield: 43.0%. Reported procedure: The desired compound was prepared according to the procedure of Example A20, using N-[6-chloro-2,4,8,18,22-pentaazatetracyclo[14.3.1.1(3,7).1(9,13)]docosa-1(20),3(22),4,6,9(21),10,12,16,18-nonaen-12-yl]-2-piperidin-4-ylacetamide tris(trifluoroacetate) and acetyl chloride as starting materials in 43% yield. 1H NMR (300 MHz, DMSO-d6): δ 10.02 (s, 2H), 9.40 (s, 1H), 9.01 (s, 1H), 8.31 (s, 2H), 8.20 (s, 1H), 7.65 (s, 1H), 7.31 (d, 1H), 7.08 (d, 1H), 4.38 (d, 1H), 3.81 (d, 1H), 3.00 (m, 6H), 2.52 (m,... Reactants: C(C)(=O)O (acetic acid), C1CCCCC1 (cyclohexane), N#N (N2), bis(acetylacetonato)manganese(II) dihydrate, stainless steel, O=O (O2). Reagents/catalysts: O.O.O.O.C(C)(=O)[O-].[Co+2].C(C)(=O)[O-] (cobalt(II) acetate tetrahydrate). Yields the product C1(CCCCC1)=O (cyclohexanone), C1(CCCCC1)O (cyclohexanol), C(C)(=O)OC1CCCCC1 (cyclohexyl acetate). Isolated yield 1.5%. RXN SMILES: [CH2:1]1[CH2:6][CH2:5][CH2:4][CH2:3][CH2:2]1.O=O.N#N.[C:11]([OH:14])(=[O:13])[CH3:12]>O.O.O.O.C([O-])(=O)C.[Co+2].C([O-])(=O)C>[C:1]1(=[O:13])[CH2:6][CH2:5][CH2:4][CH2:3][CH2:2]1.[CH:11]1([OH:14])[CH2:12][CH2:3][CH2:2][CH2:1][CH2:6]1.[C:11]([O:14][CH:1]1[CH2:6][CH2:5][CH2:4][CH2:3][CH2:2]1)(=[O:13])[CH3:12] |f:4.5.6.7.8.9.10|. Procedure: In a 316 stainless steel reactor having an internal volume of 300 ml, 26 g (309 mmol) of cyclohexane, 14 g of acetic acid, 179 mg (0.617 mmol) of bis(acetylacetonato)manganese(II) dihydrate, and 15.4 mg (0.0617 mmol) of cobalt(II) acetate tetrahydrate were placed, and the reactor was sealed and was pressurized to 50 Kg/cm2 (4.9 MPa) with a gaseous mixture comprising 50% of O2 and 50% of N2. The liquid temperature was raised on an oil bath and was held at 110° C. Immediately after the liquid temp... RXN SMILES: [OH-].[K+].[CH3:3][N:4]([CH3:34])[C:5]1[CH:10]=[CH:9][C:8]([C:11]2[C:12]([C:22]3[C:30]4[C:25](=[CH:26][CH:27]=[CH:28][CH:29]=4)[N:24]([CH2:31][CH3:32])[C:23]=3[CH3:33])=[C:13](S(C)(=O)=O)[CH:14]=[CH:15][C:16]=2C)=[CH:7][CH:6]=1.[CH3:35][C:36]1[NH:37]C2[C:43]([CH:44]=1)=CC=CC=2.[OH-].[NH4+].[Cl-].[Na+]>CC(C)=O.O>[CH3:34][N:4]([CH3:3])[C:5]1[CH:6]=[CH:7][C:8]([C:11]2[C:12]([C:22]3[C:30]4[C:25](=[CH:26][CH:27]=[CH:28][CH:29]=4)[N:24]([CH2:31][CH3:32])[C:23]=3[CH3:33])=[C:13]3[C:14](=[CH:15][CH:16]=2)[NH:37][C:36]([CH3:35])=[C:44]3[CH3:43])=[CH:9][CH:10]=1 |f:0.1,4.5,6.7|. Starting materials: [OH-].[NH4+] (ammonium hydroxide), [Cl-].[Na+] (sodium chloride), [OH-].[K+] (potassium hydroxide), CN(C1=CC=C(C=C1)C=1C(=C(C=CC1C)S(=O)(=O)C)C1=C(N(C2=CC=CC=C12)CC)C)C ([(4-dimethylaminophenyl)(1-ethyl-2-methylindol-3-yl)(4-methylphenylsulfonyl)]methane), CC=1NC2=CC=CC=C2C1 (2-methylindole). Yields the product CN(C1=CC=C(C=C1)C=1C(=C2C(=C(NC2=CC1)C)C)C1=C(N(C2=CC=CC=C12)CC)C)C ([(4-dimethylaminophenyl)(1-ethyl-2-methylindol-3-yl)(2-methylindol-3-yl)]methane). Procedure details: With stirring, 2.0 g of potassium hydroxide was added slowly to a mixture of 6.7 g of [(4-dimethylaminophenyl)(1-ethyl-2-methylindol-3-yl)(4-methylphenylsulfonyl)]methane, 2.5 g of 2-methylindole and 75.0 ml of acetone. The resulting mixture was stirred approximately twenty hours at ambient temperature and slowly added with stirring to cold water. The precipitate which formed was collected by filtration and washed three times each with 50.0 ml of hexane. The hexane-wet filter cake was dissolved ... Isolated yield 61.7%. Solvent: CC(=O)C (acetone), O (water), O (water), CC(=O)C (acetone). The reactants are BrCc1ccc(-c2ccccc2-c2nnnn2C(c2ccccc2)(c2ccccc2)c2ccccc2)cc1, O=C([O-])[O-], CCCC1=NC(=C(c2ccccc2)c2ccccc2)C(=O)N1, ClCCl, [K+], [K+], CN(C)C=O. Yields the product CCCC1=NC(=C(c2ccccc2)c2ccccc2)C(=O)N1Cc1ccc(-c2ccccc2-c2nnnn2C(c2ccccc2)(c2ccccc2)c2ccccc2)cc1. Reaction SMILES: [Br:29][CH2:30][c:31]1[cH:32][cH:33][c:34](-[c:37]2[c:38](-[c:43]3[n:44][n:45][n:46][n:47]3[C:48]([c:49]3[cH:50][cH:51][cH:52][cH:53][cH:54]3)([c:55]3[cH:56][cH:57][cH:58][cH:59][cH:60]3)[c:61]3[cH:62][cH:63][cH:64][cH:65][cH:66]3)[cH:39][cH:40][cH:41][cH:42]2)[cH:35][cH:36]1.[C:1](=[O:2])([O-:3])[O-:4].[CH2:7]([CH2:8][CH3:9])[C:10]1=[N:14][C:13](=[C:15]([c:16]2[cH:17][cH:18][cH:19][cH:20][cH:21]2)[c:22]2[cH:23][cH:24][cH:25][cH:26][cH:27]2)[C:12](=[O:28])[NH:11]1.[Cl:72][CH2:73][Cl:74].[K+:5].[K+:6].[O:67]=[CH:68][N:69]([CH3:70])[CH3:71]>>[CH2:7]([CH2:8][CH3:9])[C:10]1=[N:14][C:13](=[C:15]([c:16]2[cH:17][cH:18][cH:19][cH:20][cH:21]2)[c:22]2[cH:23][cH:24][cH:25][cH:26][cH:27]2)[C:12](=[O:28])[N:11]1[CH2:30][c:31]1[cH:32][cH:33][c:34](-[c:37]2[c:38](-[c:43]3[n:44][n:45][n:46][n:47]3[C:48]([c:49]3[cH:50][cH:51][cH:52][cH:53][cH:54]3)([c:55]3[cH:56][cH:57][cH:58][cH:59][cH:60]3)[c:61]3[cH:62][cH:63][cH:64][cH:65][cH:66]3)[cH:39][cH:40][cH:41][cH:42]2)[cH:35][cH:36]1. The reactants are C([O-])([O-])=O.[Na+].[Na+] (sodium carbonate), IC1=CN(C2=NC=C(C=C21)C2=CC(=C(C=C2)N2CCN(CC2)C(=O)OC(C)(C)C)[N+](=O)[O-])S(=O)(=O)C2=CC=C(C)C=C2 (tert-butyl 4-(4-(3-iodo-1-tosyl-1H-pyrrolo[2,3-b]pyridin-5-yl)-2-nitrophenyl)piperazine-1-carboxylate), FC=1C=C(CN2N=CC(=C2)B2OC(C(O2)(C)C)(C)C)C=CC1 (1-(3-fluorobenzyl)-4-(4,4,5,5-tetramethyl-1,3,2-dioxaborolan-2-yl)-1H-pyrazole), IC1=CN(C2=NC=C(C=C21)C2=CC(=C(C=C2)N2CCN(CC2)C(=O)OC(C)(C)C)[N+](=O)[O-])S(=O)(=O)C2=CC=C(C)C=C2 (tert-butyl 4-(4-(3-iodo-1-tosyl-1H-pyrrolo[2,3-b]pyridin-5-yl)-2-nitrophenyl)piperazine-1-carboxylate), FC=1C=C(CN2N=CC(=C2)B2OC(C(O2)(C)C)(C)C)C=CC1 (1-(3-fluorobenzyl)-4-(4,4,5,5-tetramethyl-1,3,2-dioxaborolan-2-yl)-1H-pyrazole). Reagents/catalysts: C1=CC=C(C=C1)P([C-]2C=CC=C2)C3=CC=CC=C3.C1=CC=C(C=C1)P([C-]2C=CC=C2)C3=CC=CC=C3.Cl[Pd]Cl.[Fe+2] (Pd(dppf)Cl2). The solvent is C1(=CC=CC=C1)C.C(C)O.O (toluene ethanol water). Yields the product FC=1C=C(CN2N=CC(=C2)C2=CN(C3=NC=C(C=C32)C3=CC(=C(C=C3)N3CCN(CC3)C(=O)OC(C)(C)C)[N+](=O)[O-])S(=O)(=O)C3=CC=C(C)C=C3)C=CC1 (tert-butyl 4-(4-(3-(1-(3-fluorobenzyl)-1H-pyrazol-4-yl)-1-tosyl-1H-pyrrolo[2,3-b]pyridin-5-yl)-2-nitrophenyl)piperazine-1-carboxylate). Yield: 33.0%. RXN SMILES: I[C:2]1[C:10]2[C:5](=[N:6][CH:7]=[C:8]([C:11]3[CH:16]=[CH:15][C:14]([N:17]4[CH2:22][CH2:21][N:20]([C:23]([O:25][C:26]([CH3:29])([CH3:28])[CH3:27])=[O:24])[CH2:19][CH2:18]4)=[C:13]([N+:30]([O-:32])=[O:31])[CH:12]=3)[CH:9]=2)[N:4]([S:33]([C:36]2[CH:42]=[CH:41][C:39]([CH3:40])=[CH:38][CH:37]=2)(=[O:35])=[O:34])[CH:3]=1.[F:43][C:44]1[CH:45]=[C:46]([CH:62]=[CH:63][CH:64]=1)[CH2:47][N:48]1[CH:52]=[C:51](B2OC(C)(C)C(C)(C)O2)[CH:50]=[N:49]1.C(=O)([O-])[O-].[Na+].[Na+]>C1(C)C=CC=CC=1.C(O)C.O.C1C=CC(P(C2C=CC=CC=2)[C-]2C=CC=C2)=CC=1.C1C=CC(P(C2C=CC=CC=2)[C-]2C=CC=C2)=CC=1.Cl[Pd]Cl.[Fe+2]>[F:43][C:44]1[CH:45]=[C:46]([CH:62]=[CH:63][CH:64]=1)[CH2:47][N:48]1[CH:52]=[C:51]([C:2]2[C:10]3[C:5](=[N:6][CH:7]=[C:8]([C:11]4[CH:16]=[CH:15][C:14]([N:17]5[CH2:22][CH2:21][N:20]([C:23]([O:25][C:26]([CH3:29])([CH3:28])[CH3:27])=[O:24])[CH2:19][CH2:18]5)=[C:13]([N+:30]([O-:32])=[O:31])[CH:12]=4)[CH:9]=3)[N:4]([S:33]([C:36]3[CH:42]=[CH:41][C:39]([CH3:40])=[CH:38][CH:37]=3)(=[O:35])=[O:34])[CH:3]=2)[CH:50]=[N:49]1 |f:2.3.4,5.6.7,8.9.10.11|. Procedure details: Using similar reaction conditions as described in step-i of example-1, tert-butyl 4-(4-(3-iodo-1-tosyl-1H-pyrrolo[2,3-b]pyridin-5-yl)-2-nitrophenyl)piperazine-1-carboxylate (intermediate 66J) (340 mg, 0.48 mmol) was coupled with 1-(3-fluorobenzyl)-4-(4,4,5,5-tetramethyl-1,3,2-dioxaborolan-2-yl)-1H-pyrazole (intermediate 11) (189 mg, 0.628 mmol) using Pd(dppf)Cl2 (18 mg, 0.024 mol) and sodium carbonate (152 mg, 1.44 mmol) in toluene/ethanol/water (20/10/5 ml) to afford 120 mg (33.05% yield) of th... Starting materials: Brc1ccccc1, [Cl-], [Mg], [NH4+], O=C1CCCCC1. The product is OC1(c2ccccc2)CCCCC1. As a reaction SMILES: [Br:1][c:2]1[cH:3][cH:4][cH:5][cH:6][cH:7]1.[Cl-:16].[Mg:8].[NH4+:17].[O:9]=[C:10]1[CH2:11][CH2:12][CH2:13][CH2:14][CH2:15]1>>[c:2]1([C:10]2([OH:9])[CH2:11][CH2:12][CH2:13][CH2:14][CH2:15]2)[cH:3][cH:4][cH:5][cH:6][cH:7]1. Reactants: [BH4-].[Na+] (NaBH4), O=[O+][O-] (O3), C(C=C)C1C[C@]2(O[C@@H]([C@H]([C@@H]([C@H]2OCC2=CC=CC=C2)OCC2=CC=CC=C2)OCC2=CC=CC=C2)COCC2=CC=CC=C2)C2=CC(=C(C=C12)Cl)CC1=CC=C(C=C1)CC ((1S,3′R,4′S,5′R,6′R)-3-allyl-3′,4′,5′-tris(benzyloxy)-6′-(benzyloxymethyl)-5-chloro-6-(4-ethylbenzyl)-2,3,3′,4′,5′,6′-hexahydrospiro[indene-1,2′-pyran]), C(Cl)Cl (CH2Cl2), C1=CC=C(C=C1)P(C2=CC=CC=C2)C3=CC=CC=C3 (PPh3). Conditions: time 5 minute. Product: ClC=1C=C2C(C[C@]3(O[C@@H]([C@H]([C@@H]([C@H]3O)O)O)CO)C2=CC1CC1=CC=C(C=C1)CC)CCO ((1S,3′R,4′S,5′S,6′R)-5-chloro-6-(4-ethylbenzyl)-3-(2-hydroxyethyl)-6′-(hydroxymethyl)-2,3,3′,4′,5′,6′-hexahydrospiro[indene-1,2′-pyran]-3′,4′,5′-triol). As a reaction SMILES: [O:1]=[O+][O-].[CH2:4]([CH:7]1[C:53]2[C:48](=[CH:49][C:50]([CH2:55][C:56]3[CH:61]=[CH:60][C:59]([CH2:62][CH3:63])=[CH:58][CH:57]=3)=C(Cl)[CH:52]=2)[C@:9]2([C@H:14]([O:15]CC3C=CC=CC=3)[C@@H:13]([O:23]CC3C=CC=CC=3)[C@H:12]([O:31]CC3C=CC=CC=3)[C@@H:11]([CH2:39][O:40]CC3C=CC=CC=3)[O:10]2)[CH2:8]1)[CH:5]=C.C1C=CC(P(C2C=CC=CC=2)C2C=CC=CC=2)=CC=1.[BH4-].[Na+].[CH2:85]([Cl:87])Cl>>[Cl:87][C:85]1[CH:52]=[C:53]2[C:48](=[CH:49][C:50]=1[CH2:55][C:56]1[CH:57]=[CH:58][C:59]([CH2:62][CH3:63])=[CH:60][CH:61]=1)[C@:9]1([C@H:14]([OH:15])[C@@H:13]([OH:23])[C@H:12]([OH:31])[C@@H:11]([CH2:39][OH:40])[O:10]1)[CH2:8][CH:7]2[CH2:4][CH2:5][OH:1] |f:3.4|. Procedure details: O3 was bubbled into a cooled solution (−78° C.) of (1S,3′R,4′S,5′R,6′R)-3-allyl-3′,4′,5′-tris(benzyloxy)-6′-(benzyloxymethyl)-5-chloro-6-(4-ethylbenzyl)-2,3,3′,4′,5′,6′-hexahydrospiro[indene-1,2′-pyran] (100 mg, 0.12 mmol) in CH2Cl2 (20 mL). After 5 min, N2 was bubbled into this solution for 20 min while the reaction temperature was gradually raised to room temperature. PPh3 (50 mg, 0.24 mmol) was added and the resulting mixture was stirred for 1 h at room temperature and concentrated. The resul... Starting materials: 1-(2-nitro-1-imidazolyl)-3-(2,2,3,3-tetramethyl-1-aziridino)-2-propanol, Br (hydrobromic acid), Br.[N+](=O)([O-])C=1N(C=CN1)CC(CNC(C(C)(C)Br)(C)C)O (1-(2-nitro-1-imidazolyl)-3-(2-bromo-2,3-dimethyl-3-butylamino)-2-propanol hydrobromide). Product: [N+](=O)([O-])C=1N(C=CN1)CC(CNC(C(C)(C)Br)(C)C)O (1-(2-Nitro-1-imidazolyl)-3-(2-bromo-2,3-dimethyl-3-butylamino)-2-propanol). The yield is 56.0%. RXN SMILES: Br.Br.[N+:3]([C:6]1[N:7]([CH2:11][CH:12]([OH:22])[CH2:13][NH:14][C:15]([CH3:21])([CH3:20])[C:16]([Br:19])([CH3:18])[CH3:17])[CH:8]=[CH:9][N:10]=1)([O-:5])=[O:4]>>[N+:3]([C:6]1[N:7]([CH2:11][CH:12]([OH:22])[CH2:13][NH:14][C:15]([CH3:21])([CH3:20])[C:16]([Br:19])([CH3:18])[CH3:17])[CH:8]=[CH:9][N:10]=1)([O-:5])=[O:4] |f:1.2|. Reported procedure: In a manner analogous to that described in Example 2(b) there was obtained following condensation of 1-(2-nitro-1-imidazolyl)-3-(2,2,3,3-tetramethyl-1-aziridino)-2-propanol with aqueous hydrobromic acid, 1-(2-nitro-1-imidazolyl)-3-(2-bromo-2,3-dimethyl-3-butylamino)-2-propanol hydrobromide as pale yellow prisms, m.p. 163°-164° C. (dec.) after evaporation to low volume and recrystallisation from aqueous acetone; yield 56%. Reactants: CN(C)C=O, Oc1ncnc2cnc(N3CCOCC3)nc12, O=S(Cl)Cl. Product: Clc1ncnc2cnc(N3CCOCC3)nc12. Reaction SMILES: [O:22]=[CH:23][N:24]([CH3:25])[CH3:26].[OH:1][c:2]1[c:3]2[c:4]([n:5][cH:6][n:7]1)[cH:8][n:9][c:10]([N:12]1[CH2:13][CH2:14][O:15][CH2:16][CH2:17]1)[n:11]2.[S:18]([Cl:19])([Cl:20])=[O:21]>>[c:2]1([Cl:20])[c:3]2[c:4]([n:5][cH:6][n:7]1)[cH:8][n:9][c:10]([N:12]1[CH2:13][CH2:14][O:15][CH2:16][CH2:17]1)[n:11]2. Starting materials: ClCC(=O)O[C@@H]1[C@@H]2[C@]3(C[C@@H]([C@H](C[C@@H]3CC[C@H]2[C@@H]2CC[C@H](C(C)=O)[C@]2(C1)C)O)OCC)C (11β-Chloroacetoxy-2β-ethoxy-3α-hydroxy-5α-pregnan-20-one), [I-].[Na+] (sodium iodide). The solvent is CC(=O)C (acetone). Product: C(C)O[C@@H]1[C@H](C[C@@H]2CC[C@H]3[C@@H]4CC[C@H](C(C)=O)[C@]4(C[C@@H]([C@@H]3[C@]2(C1)C)OC(CI)=O)C)O (2β-Ethoxy-3α-hydroxy-11β-iodoacetoxy-5α-pregnan-20-on). Isolated yield 101.1%. As a reaction SMILES: Cl[CH2:2][C:3]([O:5][C@H:6]1[CH2:25][C@@:24]2([CH3:26])[C@@H:17]([CH2:18][CH2:19][C@@H:20]2[C:21](=[O:23])[CH3:22])[C@H:16]2[C@H:7]1[C@:8]1([CH3:31])[C@@H:13]([CH2:14][CH2:15]2)[CH2:12][C@H:11]([OH:27])[C@@H:10]([O:28][CH2:29][CH3:30])[CH2:9]1)=[O:4].[I-:32].[Na+]>CC(C)=O>[CH2:29]([O:28][C@H:10]1[CH2:9][C@@:8]2([CH3:31])[C@@H:13]([CH2:14][CH2:15][C@@H:16]3[C@@H:7]2[C@@H:6]([O:5][C:3](=[O:4])[CH2:2][I:32])[CH2:25][C@@:24]2([CH3:26])[C@H:17]3[CH2:18][CH2:19][C@@H:20]2[C:21](=[O:23])[CH3:22])[CH2:12][C@@H:11]1[OH:27])[CH3:30] |f:1.2|. Reported procedure: 11β-Chloroacetoxy-2β-ethoxy-3α-hydroxy-5α-pregnan-20-one (420 mg) in acetone (42 ml) was treated with sodium iodide (550 mg) and the solution was refluxed for one hour, during which time a fine white precipitate formed. The filtered solution was evaporated to an oily solid which was partitioned between ether/ethyl acetate and water. The organic layer was washed with water, dried over sodium sulphate and evaporated to give title compound (510 mg) as a white form, [α]D +80° (c 0.32%).